This data is from the Open Reaction Database (ORD), a public repository of structured organic reaction records. The task is: describe an organic reaction: reactants, conditions, products, and yield The yield is 72.1%. RXN SMILES: CN(C)[C:3]1[S:4][C:5]2[CH:28]=[C:27]([O:29][CH3:30])[CH:26]=[CH:25][C:6]=2[C:7]=1[C:8]([C:10]1[CH:15]=[CH:14][C:13]([O:16][CH2:17][CH2:18][N:19]2[CH2:24][CH2:23][CH2:22][CH2:21][CH2:20]2)=[CH:12][CH:11]=1)=[O:9].[S:32]1[CH:36]=[CH:35][CH:34]=[C:33]1[Mg]Br>C1COCC1>[S:32]1[CH:36]=[CH:35][CH:34]=[C:33]1[C:3]1[S:4][C:5]2[CH:28]=[C:27]([O:29][CH3:30])[CH:26]=[CH:25][C:6]=2[C:7]=1[C:8]([C:10]1[CH:15]=[CH:14][C:13]([O:16][CH2:17][CH2:18][N:19]2[CH2:24][CH2:23][CH2:22][CH2:21][CH2:20]2)=[CH:12][CH:11]=1)=[O:9]. Procedure details: By the method described in Example 1, [2-dimethylamino-6-methoxybenzothien-3-yl][4-[2-(1-piperdinyl)ethoxy]phenyl]methanone (1.97 g, 4.5 mmol) in THF (15 mL) was reacted with a 0.60M THF solution of 2-thienylmagnesium bromide (31.8 mL, 13.5 mmol) (prepared from 2-bromothiophene, n-butyllithium, and magnesium bromide in ether) at ambient temperature. Purification by chromatography (silica gel, 1:1 hexane:ethyl acetate, 10% methanol, 0.1% ammonium hydroxide) gave 1.55 g (72%) of the title compound... The product is S1C(=CC=C1)C=1SC2=C(C1C(=O)C1=CC=C(C=C1)OCCN1CCCCC1)C=CC(=C2)OC ([2-(2-Thienyl)-6-methoxybenzothien-3-yl][4-[2-(1-piperdinyl)ethoxy]phenyl]methanone). The reactants are CN(C=1SC2=C(C1C(=O)C1=CC=C(C=C1)OCCN1CCCCC1)C=CC(=C2)OC)C ([2-dimethylamino-6-methoxybenzothien-3-yl][4-[2-(1-piperdinyl)ethoxy]phenyl]methanone), S1C(=CC=C1)[Mg]Br (2-thienylmagnesium bromide). Solvent: C1CCOC1 (THF), C1CCOC1 (THF). Reactants: ClC1=C(C=CC(=C1)Cl)C=1N=C(C(=NC1CC)N[C@H]1[C@H](CC2=CC=CC=C12)OCC)CC (5-(2,4-dichlorophenyl)-N-[(1R,2S)-2-ethoxy-2,3-dihydro-1H-inden-1-yl]-3,6-diethylpyrazin-2-amine), ClC1=C(C=CC(=C1)Cl)C=1N=C(C(=NC1C)N[C@H]1[C@H](CC2=CC=CC=C12)O)C ((1R,2S)-1-{[5-(2,4-dichlorophenyl)-3,6-dimethylpyrazin-2-yl]amino}-2,3-dihydro-1H-inden-2-ol), CI (methyl iodide). Yields the product ClC1=C(C=CC(=C1)Cl)C=1N=C(C(=NC1C)N[C@H]1[C@H](CC2=CC=CC=C12)OC)C (5-(2,4-dichlorophenyl)-N-[(1R,2S)-2-methoxy-2,3-dihydro-1H-inden-1-yl]-3,6-dimethylpyrazin-2-amine). RXN SMILES: [Cl:1][C:2]1[CH:7]=[C:6]([Cl:8])[CH:5]=[CH:4][C:3]=1[C:9]1[N:10]=[C:11]([CH2:30]C)[C:12]([NH:17][C@@H:18]2[C:26]3[C:21](=[CH:22][CH:23]=[CH:24][CH:25]=3)[CH2:20][C@@H:19]2[O:27][CH2:28]C)=[N:13][C:14]=1[CH2:15]C.ClC1C=C(Cl)C=CC=1C1N=C(C)C(N[C@@H]2C3C(=CC=CC=3)C[C@@H]2O)=NC=1C.CI>>[Cl:1][C:2]1[CH:7]=[C:6]([Cl:8])[CH:5]=[CH:4][C:3]=1[C:9]1[N:10]=[C:11]([CH3:30])[C:12]([NH:17][C@@H:18]2[C:26]3[C:21](=[CH:22][CH:23]=[CH:24][CH:25]=3)[CH2:20][C@@H:19]2[O:27][CH3:28])=[N:13][C:14]=1[CH3:15]. Procedure: Following the procedure for the preparation of 5-(2,4-dichlorophenyl)-N-[(1R,2S)-2-ethoxy-2,3-dihydro-1H-inden-1-yl]-3,6-diethylpyrazin-2-amine but substituting (1R,2S)-1-{[5-(2,4-dichlorophenyl)-3,6-dimethylpyrazin-2-yl]amino}-2,3-dihydro-1H-inden-2-ol and methyl iodide, and making non-critical variations provided the title compound as a oil: 1H NMR (300 MHz, CDCl3) δ) 7.51, 7.43, 7.37-7.25, 5.86, 5.40, 4.28, 3.43, 3.23, 3.06, 2.42, 2.25; HRMS (FAB) calcd for C22H21Cl2N3O+H 414.1140, found 414.... The reactants are ClC1=NC=C(C2=C(C=CC=C12)C)C(=O)O (1-chloro-5-methylisoquinolin-4-carboxylic acid), C12CNCC2C1 (3-azabicyclo[3.1.0]hexane). Yields the product C12CN(CC2C1)C(=O)C1=CN=C(C2=CC=CC(=C12)C)Cl (3-Azabicyclo[3.1.0]hexan-3-yl(1-chloro-5-methylisoquinolin-4-yl)methanone). As a reaction SMILES: [Cl:1][C:2]1[C:11]2[C:6](=[C:7]([CH3:12])[CH:8]=[CH:9][CH:10]=2)[C:5]([C:13]([OH:15])=O)=[CH:4][N:3]=1.[CH:16]12[CH2:21][CH:20]1[CH2:19][NH:18][CH2:17]2>>[CH:16]12[CH2:21][CH:20]1[CH2:19][N:18]([C:13]([C:5]1[C:6]3[C:11](=[CH:10][CH:9]=[CH:8][C:7]=3[CH3:12])[C:2]([Cl:1])=[N:3][CH:4]=1)=[O:15])[CH2:17]2. Procedure: The title compound was prepared by using 1-chloro-5-methylisoquinolin-4-carboxylic acid (Intermediate-10) and 3-azabicyclo[3.1.0]hexane by following the similar procedure as described for intermediate-11a. Reactants: OC=1C(=NC=CC1)C(=O)N (3-hydroxy-2-pyridinecarboxylic acid amide), C([O-])([O-])=O.[K+].[K+] (potassium carbonate), ClCC(C)=O (chloroacetone). Solvent: C(C)#N (acetonitrile). The product is O=C(COC=1C(=NC=CC1)C(=O)N)C (3-(2-oxo-propyloxy)-2-pyridinecarboxylic acid amide). Reaction SMILES: [OH:1][C:2]1[C:3]([C:8]([NH2:10])=[O:9])=[N:4][CH:5]=[CH:6][CH:7]=1.C(=O)([O-])[O-].[K+].[K+].Cl[CH2:18][C:19](=[O:21])[CH3:20]>C(#N)C>[O:21]=[C:19]([CH3:20])[CH2:18][O:1][C:2]1[C:3]([C:8]([NH2:10])=[O:9])=[N:4][CH:5]=[CH:6][CH:7]=1 |f:1.2.3|. Procedure details: A mixture of 27.6 g of 3-hydroxy-2-pyridinecarboxylic acid amide and 31 g of potassium carbonate in 600 ml of acetonitrile is heated to the boil for two hours, whilst stirring well. 22.2 g of chloroacetone are added dropwise to the resulting thick paste in the course of 30 minutes. The reaction mixture is stirred for 20 hours whilst boiling under reflux. The undissolved material is filtered off after cooling and the filtrate is evaporated under reduced pressure. The residue is stirred with water...